Dataset: the Open Reaction Database (ORD), a public repository of structured organic reaction records. Task: describe an organic reaction: reactants, conditions, products, and yield The reactants are N#Cc1ccc2c(c1)c(Br)nn2C1CCCCO1, COCCOC, OB(O)c1ccc(Cl)cc1, ClCCl, [K+], [K+], [K+], O=P([O-])([O-])[O-]. The product is N#Cc1ccc2c(c1)c(-c1ccc(Cl)cc1)nn2C1CCCCO1. As a reaction SMILES: [Br:1][c:2]1[n:3][n:4]([CH:13]2[O:14][CH2:15][CH2:16][CH2:17][CH2:18]2)[c:5]2[cH:6][cH:7][c:8]([C:11]#[N:12])[cH:9][c:10]12.[CH3:40][O:41][CH2:42][CH2:43][O:44][CH3:45].[Cl:19][c:20]1[cH:21][cH:22][c:23]([B:26]([OH:27])[OH:28])[cH:24][cH:25]1.[Cl:29][CH2:30][Cl:31].[K+:37].[K+:38].[K+:39].[P:32]([O-:33])([O-:34])([O-:35])=[O:36]>>[c:2]1(-[c:23]2[cH:22][cH:21][c:20]([Cl:19])[cH:25][cH:24]2)[n:3][n:4]([CH:13]2[O:14][CH2:15][CH2:16][CH2:17][CH2:18]2)[c:5]2[cH:6][cH:7][c:8]([C:11]#[N:12])[cH:9][c:10]12. Starting materials: FC1=CC2=C(C(=NO2)C2CCNCC2)C=C1 (6-fluoro-3-(4-piperidinyl)-1,2-benzisoxazole), C(=O)([O-])[O-].[K+].[K+] (K2CO3), BrCCCOC1=C(C=C(C=C1)C1(CC=CC=C1)C=O)OC (1-[4-(3-bromopropoxy)-3-methoxyphenyl]phenylmethanone). Run in C(C)#N (acetonitrile). The product is FC1=CC2=C(C(=NO2)C2CCN(CC2)CCCOC2=C(C=C(C=C2)C2(CC=CC=C2)C=O)OC)C=C1 (1-[4-[3-[4-(6-Fluoro-1,2-benzisoxazol-3-yl)-1-piperidinyl]propoxy]-3-methoxyphenyl]-phenylmethanone). Yield: 86.4%. Reaction SMILES: [F:1][C:2]1[CH:16]=[CH:15][C:5]2[C:6]([CH:9]3[CH2:14][CH2:13][NH:12][CH2:11][CH2:10]3)=[N:7][O:8][C:4]=2[CH:3]=1.C([O-])([O-])=O.[K+].[K+].Br[CH2:24][CH2:25][CH2:26][O:27][C:28]1[CH:33]=[CH:32][C:31]([C:34]2([CH:40]=[O:41])[CH:39]=[CH:38][CH:37]=[CH:36][CH2:35]2)=[CH:30][C:29]=1[O:42][CH3:43]>C(#N)C>[F:1][C:2]1[CH:16]=[CH:15][C:5]2[C:6]([CH:9]3[CH2:10][CH2:11][N:12]([CH2:24][CH2:25][CH2:26][O:27][C:28]4[CH:33]=[CH:32][C:31]([C:34]5([CH:40]=[O:41])[CH:35]=[CH:36][CH:37]=[CH:38][CH2:39]5)=[CH:30][C:29]=4[O:42][CH3:43])[CH2:13][CH2:14]3)=[N:7][O:8][C:4]=2[CH:3]=1 |f:1.2.3|. Procedure: A mixture of 6-fluoro-3-(4-piperidinyl)-1,2-benzisoxazole (2.2 g, 10 mmol), K2CO3 (2.3 g) and 1-[4-(3-bromopropoxy)-3-methoxyphenyl]phenylmethanone (3.47 g, 10 mmol) in acetonitrile (100 ml) was heated at reflux for 3 hours. At the end of reaction, the acetonitrile was concentrated and the mixture was extracted into dichloromethane (200 ml). The insolubles were filtered off and the solvent was evaporated to an oil. Purification was carried out by flash chromatography over a silica gel column (Si... Reactants: BrCCCCC(=O)O (5-bromopentanoic acid), [OH-].[K+] (potassium hydroxide), C(CCCCCCC)O (1-octanol). Reaction conditions: temperature 97 celsius, time 27 hour. The product is C(CCCCCCC)OCCCCC(=O)O (5-(octyloxy)pentanoic acid). The yield is 9.0%. As a reaction SMILES: Br[CH2:2][CH2:3][CH2:4][CH2:5][C:6]([OH:8])=[O:7].[OH-].[K+].[CH2:11]([OH:19])[CH2:12][CH2:13][CH2:14][CH2:15][CH2:16][CH2:17][CH3:18]>>[CH2:11]([O:19][CH2:2][CH2:3][CH2:4][CH2:5][C:6]([OH:8])=[O:7])[CH2:12][CH2:13][CH2:14][CH2:15][CH2:16][CH2:17][CH3:18] |f:1.2|. Procedure details: 5-bromopentanoic acid (2g, 11.0 mmol) was added to a solution of potassium hydroxide (2.48 g, 44.2 mmol) in 1-octanol (20 mL) and stirred at 97° C. for 27 hrs. After cooling, the product was extracted at pH=1 with ethyl acetate and water. The organic phase was dried over sodium sulfate and solvent was removed. 1-octanol was removed by short path (Kugelrohr) distillation (50°-70° C., 0.5 mm Hg). To ensure complete cleavage of the octyl ester, the residue was stirred 3 hrs with methanol/water/KOH ... The product is CS(=O)(=O)OCC1=CC(=CC=C1)OC (3-Methoxybenzyl methanesulfonate). Starting materials: oil, COC=1C=C(CO)C=CC1 (3-methoxybenzyl alcohol), CS(=O)(=O)Cl (methanesulfonyl chloride). As a reaction SMILES: [CH3:1][O:2][C:3]1[CH:4]=[C:5]([CH:8]=[CH:9][CH:10]=1)[CH2:6][OH:7].[CH3:11][S:12](Cl)(=[O:14])=[O:13]>>[CH3:11][S:12]([O:7][CH2:6][C:5]1[CH:8]=[CH:9][CH:10]=[C:3]([O:2][CH3:1])[CH:4]=1)(=[O:14])=[O:13]. Procedure: The title compound was prepared by following the general procedure of Example 43 for mesylation as a colorless oil (292 mg, 93%) from 3-methoxybenzyl alcohol (200 mg, 1.45 mmol) and methanesulfonyl chloride (249 mg, 2.17 mmol). 1H NMR (CDCl3, 300 MHz) δ2.92 (s, 3H), 3.83 (s, 3H), 5.22 (s, 2H), 6.90-7.03 (m, 3H), 7.32 (t, 1H, J=7.7 Hz) ppm. Reactants: resultant mixture, FC(C1=CC=C(S1)CNC(=O)NC(=N)[S-])(F)F (N-[({[5-(trifluoromethyl)thiophen-2-yl]methyl}amino)carbonyl]-carbamimidothioate), C(OCC)(OCC)OCC (triethyl orthoformate), C(C)O (ethanol), resultant mixture. The product is CSC1=NC(N(C=N1)CC=1SC(=CC1)C(F)(F)F)=O (4-(Methylthio)-1-{[5-(trifluoromethyl)thiophen-2-yl]methyl}-1,3,5-triazin-2(1H)-one). The yield is 61.0%. As a reaction SMILES: [F:1][C:2]([F:17])([F:16])[C:3]1[S:7][C:6]([CH2:8][NH:9][C:10]([NH:12][C:13]([S-:15])=[NH:14])=O)=[CH:5][CH:4]=1.[CH:18](OCC)(OCC)OCC.[CH2:28]([OH:30])C>>[CH3:18][S:15][C:13]1[N:12]=[CH:10][N:9]([CH2:8][C:6]2[S:7][C:3]([C:2]([F:17])([F:16])[F:1])=[CH:4][CH:5]=2)[C:28](=[O:30])[N:14]=1. Procedure: N-[({[5-(trifluoromethyl)thiophen-2-yl]methyl}amino)carbonyl]-carbamimidothioate (2.68 g, 9.03 mmol) synthesized in Reference Synthesis Example 290, triethyl orthoformate (10 mL) was added and the resultant mixture was stirred at 150° C. for 1 hour. After completion of the reaction, the reaction solution was cooled to room temperature and ethanol (20 mL) was added, followed by cooling the resultant mixture to 0° C. The precipitated solid was collected by filtration and the solid was washed with ... Procedure details: The title compound (0.043 g) was prepared from 3-(4-chloro-phenyl)-4,5,7,8-tetrahydro-1H-1,2,6-triaza-azulene-6-carboxylic acid tert-butyl ester (Example 103, Step B; 0.2 mmol) using naphthalen-2-ylmethyl chloride (0.3 mmol) in place of 2-chloromethyl-thiophene. MS (ESI): exact mass calculated for C24H22ClN3, 387.15. found, m/z 388.1 [M+H]+. 1H NMR (500 MHz, CDCl3): 7.74-7.69 (m, 3H), 7.45-7.38 (m, 5H), 7.34-7.32 (m, 1H), 7.18-7.16 (m, 2H), 5.43 (s, 2H), 3.04 (m, 2H), 2.99-2.97 (m, 2H), 2.87-2.8... As a reaction SMILES: C(OC([N:8]1[CH2:17][CH2:16][C:15]2[NH:14][N:13]=[C:12]([C:18]3[CH:23]=[CH:22][C:21]([Cl:24])=[CH:20][CH:19]=3)[C:11]=2[CH2:10][CH2:9]1)=O)(C)(C)C.[CH:25]1[C:34]2[C:29](=[CH:30][CH:31]=[CH:32][CH:33]=2)[CH:28]=[CH:27][C:26]=1[CH2:35]Cl>>[Cl:24][C:21]1[CH:20]=[CH:19][C:18]([C:12]2[C:11]3[CH2:10][CH2:9][NH:8][CH2:17][CH2:16][C:15]=3[N:14]([CH2:35][C:26]3[CH:27]=[CH:28][C:29]4[C:34](=[CH:33][CH:32]=[CH:31][CH:30]=4)[CH:25]=3)[N:13]=2)=[CH:23][CH:22]=1. The yield is 55.4%. Starting materials: C(C)(C)(C)OC(=O)N1CCC=2C(=NNC2CC1)C1=CC=C(C=C1)Cl (3-(4-chloro-phenyl)-4,5,7,8-tetrahydro-1H-1,2,6-triaza-azulene-6-carboxylic acid tert-butyl ester), C1=C(C=CC2=CC=CC=C12)CCl (naphthalen-2-ylmethyl chloride). The product is ClC1=CC=C(C=C1)C1=NN(C=2CCNCCC12)CC1=CC2=CC=CC=C2C=C1 (3-(4-Chloro-phenyl)-1-naphthalen-2-ylmethyl-1,4,5,6,7,8-hexahydro-1,2,6-triaza-azulene). Starting materials: CC1CCCN1C1CC(c2nc3ccc(Br)cc3s2)C1, O=C([O-])[O-], CC(C)O, [K+], [K+], Cl[Pd]Cl, c1ccc(P(c2ccccc2)c2ccccc2)cc1, c1ccc(P(c2ccccc2)c2ccccc2)cc1, OB(O)c1cncnc1. Yields the product CC1CCCN1C1CC(c2nc3ccc(-c4cncnc4)cc3s2)C1. As a reaction SMILES: [Br:1][c:2]1[cH:3][c:4]2[c:5]([n:6][c:7]([CH:9]3[CH2:10][CH:11]([N:13]4[CH:14]([CH3:18])[CH2:15][CH2:16][CH2:17]4)[CH2:12]3)[s:8]2)[cH:19][cH:20]1.[C:30](=[O:31])([O-:32])[O-:33].[CH:36]([OH:37])([CH3:38])[CH3:39].[K+:34].[K+:35].[Pd:40]([Cl:41])[Cl:42].[c:43]1([P:44]([c:45]2[cH:46][cH:47][cH:48][cH:49][cH:50]2)[c:51]2[cH:52][cH:53][cH:54][cH:55][cH:56]2)[cH:57][cH:58][cH:59][cH:60][cH:61]1.[c:62]1([P:63]([c:64]2[cH:65][cH:66][cH:67][cH:68][cH:69]2)[c:70]2[cH:71][cH:72][cH:73][cH:74][cH:75]2)[cH:76][cH:77][cH:78][cH:79][cH:80]1.[n:21]1[cH:22][n:23][cH:24][c:25]([B:27]([OH:28])[OH:29])[cH:26]1>>[c:2]1(-[c:25]2[cH:24][n:23][cH:22][n:21][cH:26]2)[cH:3][c:4]2[c:5]([n:6][c:7]([CH:9]3[CH2:10][CH:11]([N:13]4[CH:14]([CH3:18])[CH2:15][CH2:16][CH2:17]4)[CH2:12]3)[s:8]2)[cH:19][cH:20]1.